From a dataset of the Open Reaction Database (ORD), a public repository of structured organic reaction records. describe an organic reaction: reactants, conditions, products, and yield Reactants: C1CCOC1, [Cl-], Nc1cccc(C(=O)c2ccc3c(c2)NC(=O)C3)c1, O=C(Cl)c1ccnn1-c1ccccc1. Yields the product O=C1Cc2ccc(C(=O)c3cccc(NC(=O)c4ccnn4-c4ccccc4)c3)cc2N1. RXN SMILES: [CH2:35]1[O:36][CH2:37][CH2:38][CH2:39]1.[Cl-:34].[NH2:15][c:16]1[cH:17][c:18]([C:19](=[O:20])[c:21]2[cH:22][cH:23][c:24]3[c:28]([cH:29]2)[NH:27][C:26](=[O:30])[CH2:25]3)[cH:31][cH:32][cH:33]1.[c:1]1(-[n:7]2[n:8][cH:9][cH:10][c:11]2[C:12](=[O:13])[Cl:14])[cH:2][cH:3][cH:4][cH:5][cH:6]1>>[c:1]1(-[n:7]2[n:8][cH:9][cH:10][c:11]2[C:12](=[O:13])[NH:15][c:16]2[cH:17][c:18]([C:19](=[O:20])[c:21]3[cH:22][cH:23][c:24]4[c:28]([cH:29]3)[NH:27][C:26](=[O:30])[CH2:25]4)[cH:31][cH:32][cH:33]2)[cH:2][cH:3][cH:4][cH:5][cH:6]1. Reactants: C(N)(=O)C=1SC(=CN1)\C=C/SC=1[C@@H]([C@H]2N(C1C(=O)[O-])C([C@@H]2[C@@H](C)O)=O)C.[Na+] (Sodium (1R,5S,6S)-2-[[(Z)-2-(2-carbamoylthiazol-5-yl)ethen-1-yl]thio]-6-((1R)-1-hydroxyethyl)-1-methyl-1-carbapen-2-em-3-carboxylate), C(C(C)(C)C)(=O)OCI (iodomethyl pivalate). Yields the product C(N)(=O)C=1SC(=CN1)\C=C/SC=1[C@@H]([C@H]2N(C1C(=O)OCOC(C(C)(C)C)=O)C([C@@H]2[C@@H](C)O)=O)C (Pivaloyloxymethyl (1R,5S,6S)-2-[[(Z)-2-(2-carbamoylthiazol-5-yl)ethen-1-yl]thio]-6-((1R)-1-hydroxyethyl)-1-methyl-1-carbapen-2-em-3-carboxylate). RXN SMILES: [C:1]([C:4]1[S:5][C:6](/[CH:9]=[CH:10]\[S:11][C:12]2[C@H:13]([CH3:26])[C@@H:14]3[C@@H:21]([C@H:22]([OH:24])[CH3:23])[C:20](=[O:25])[N:15]3[C:16]=2[C:17]([O-:19])=[O:18])=[CH:7][N:8]=1)(=[O:3])[NH2:2].[Na+].[C:28]([O:34][CH2:35]I)(=[O:33])[C:29]([CH3:32])([CH3:31])[CH3:30]>>[C:1]([C:4]1[S:5][C:6](/[CH:9]=[CH:10]\[S:11][C:12]2[C@H:13]([CH3:26])[C@@H:14]3[C@@H:21]([C@H:22]([OH:24])[CH3:23])[C:20](=[O:25])[N:15]3[C:16]=2[C:17]([O:19][CH2:35][O:34][C:28](=[O:33])[C:29]([CH3:32])([CH3:31])[CH3:30])=[O:18])=[CH:7][N:8]=1)(=[O:3])[NH2:2] |f:0.1|. Reported procedure: In the same manner as in Example 81, 78 mg of the title compound was prepared from 74 mg of sodium (1R,5S,6S)-2-[[(Z)-2-(2-carbamoylthiazol-5-yl)ethen-1-yl]thio]-6-((1R)-1-hydroxyethyl)-1-methyl-1-carbapen-2-em-3-carboxylate prepared in Example 62 and 0.031 ml of iodomethyl pivalate. Reactants: ClC1=C2CCC(C2=C(C(=C1)Cl)OS(=O)(=O)C(F)(F)F)=O (4,6-Dichloro-7-trifluoromethylsulfonyloxyindan-1-one), [I-].[Na+] (sodium iodide), ice water. The solvent is CN(C)C=O (DMF). Yields the product ClC1=C2CCC(C2=C(C(=C1)Cl)I)=O (4,6-Dichloro-7-iodoindan-1-one). Yield: 60.8%. Reaction SMILES: [Cl:1][C:2]1[CH:10]=[C:9]([Cl:11])[C:8](OS(C(F)(F)F)(=O)=O)=[C:7]2[C:3]=1[CH2:4][CH2:5][C:6]2=[O:20].[I-:21].[Na+]>CN(C=O)C>[Cl:1][C:2]1[CH:10]=[C:9]([Cl:11])[C:8]([I:21])=[C:7]2[C:3]=1[CH2:4][CH2:5][C:6]2=[O:20] |f:1.2|. Procedure: 4,6-Dichloro-7-trifluoromethylsulfonyloxyindan-1-one (56.0 g., 0.160 mole), sodium iodide (133.1 g., 0.8 mole), and DMF (320 ml) in a dry apparatus were stirred under nitrogen at a bath temperature at 130° C. for four days, cooled to room temperature, and poured into 1 L of ice-water. The crystals were collected, washed with water, dried overnight in a vacuum oven at 50° C., then sublimed at 170°-190° C. at 0.05 mm to give 38.3 g. of crude product which was recrystalized from toluene to give 31....